This data is from the Open Reaction Database (ORD), a public repository of structured organic reaction records. The task is: describe an organic reaction: reactants, conditions, products, and yield Reported procedure: To a vigorously stirred 200 mL suspension 0.282 micrometer carboxylate-modified latex (Interfacial Dynamics Corp., Portland, Oreg.; 2.10% solids in 50% v/v distilled water/methanol) is added a solution of 50 mg of coumarin 6 and 50 mg of Compound 1 dissolved in a homogeneous mixture of 9 mL of dichloromethane and 16 mL of absolute ethanol. The addition of the dye and purification of the product is carried out as described in EXAMPLE 3. Visual analysis of a dilute aqueous suspension of the produc... The product is O1C(=O)C=CC2=CC=CC=C12 (Coumarin). RXN SMILES: O.CO.CCN([C:9]1[CH:14]=[CH:13][C:12]2[CH:15]=[C:16](C3SC4C(=CC=CC=4)N=3)[C:17]([O:19][C:11]=2[CH:10]=1)=[O:18])CC.C1C=CC(C(O)=O)=C(C2C3C=CC(O)=CC=3OC3C=2C=CC(C=3)=O)C=1>ClCCl.C(O)C>[O:19]1[C:11]2[C:12](=[CH:13][CH:14]=[CH:9][CH:10]=2)[CH:15]=[CH:16][C:17]1=[O:18] |f:0.1|. Reactants: CCN(CC)C1=CC2=C(C=C1)C=C(C(=O)O2)C3=NC4=CC=CC=C4S3 (coumarin 6), suspension, C=1C=CC(=C(C1)C2=C3C=CC(=O)C=C3OC4=C2C=CC(=C4)O)C(=O)O (fluorescein), carboxylate, solids, O.CO (water methanol), CCN(CC)C1=CC2=C(C=C1)C=C(C(=O)O2)C3=NC4=CC=CC=C4S3 (coumarin 6), Compound 1. Run in ClCCl (dichloromethane), C(C)O (ethanol). The reactants are CC1(OC[C@@]2(O1)C(=O)[C@@H]3[C@H](CO2)OC(O3)(C)C)C (L-enantiomer), C1[C@@H](O)[C@H](O)[C@@H](O1)[C@@H](O)CO (1,4-anhydro-L-glucitol), C([C@@H](O)[C@H](O)[C@@H](O)[C@@H](O)CO)O (L-glucitol), C1[C@H](O)[C@@H](O)[C@H](O1)[C@H](O)CO (1,4-Anhydro-D-glucitol), OC[C@H](O)[C@@H](O)[C@H](O)[C@H](O)CO (D-sorbitol), S(O)(O)(=O)=O (sulfuric acid), C([C@@H](O)[C@H](O)[C@@H](O)[C@@H](O)CO)O (L-glucitol), [BH4-].[Na+] (sodium borohydride), O=C[C@@H](O)[C@H](O)[C@@H](O)[C@@H](O)CO (L-glucose). The product is C1C(O)C(O)C(O1)C(O)CO (1,4-anhydro-DL-glucitol). Reaction SMILES: [CH2:1]1[O:7][C@H:6]([C@@H:8]([CH2:10][OH:11])[OH:9])[C@H:4]([OH:5])[C@H:2]1[OH:3].OC[C@@H]([C@H]([C@@H]([C@@H](CO)O)O)O)O.S(=O)(=O)(O)O.CC1(C)O[C@]2(OC[C@@H]3OC(C)(C)O[C@@H]3C2=O)CO1.C1O[C@@H]([C@H](CO)O)[C@@H](O)[C@@H]1O.C(O)[C@H]([C@@H]([C@H]([C@H](CO)O)O)O)O.[BH4-].[Na+].O=C[C@H]([C@@H]([C@H]([C@H](CO)O)O)O)O>>[CH2:1]1[O:7][CH:6]([CH:8]([CH2:10][OH:11])[OH:9])[CH:4]([OH:5])[CH:2]1[OH:3] |f:6.7|. Procedure: 1,4-Anhydro-D-glucitol may be prepared using the procedure disclosed in Acta Chem. Scand., B35, 441-449 (1981), whereby D-sorbitol is heated with an aqueous mineral acid such as sulfuric acid. The L-enantiomer, 1,4-anhydro-L-glucitol, may be prepared from L-glucitol by an analogous procedure. L-glucitol may be prepared by sodium borohydride reduction of L-glucose. The D and L enantiomers may simply be combined to form a 1,4-anhydro-DL-glucitol mixture.